This data is from the Open Reaction Database (ORD), a public repository of structured organic reaction records. The task is: describe an organic reaction: reactants, conditions, products, and yield The product is CC(C=C)C1=CC(CC1=C)O ((RS)-3-(1-methyl-2-propenyl)-4-methylidenecyclopent-2-en-1-ol). Run in O1CCCC1 (tetrahydrofuran), O1CCCC1 (tetrahydrofuran). Run at time 6 hour. Reported procedure: 2.02 Grams of (RS)-3-(1-methyl-2-propenyl)-4-methylidenecyclopent-2-en-1-yl t-butyldimethylsilyl ether was dissolved in 20 ml of tetrahydrofuran. Under ice-water cooling, 7.7 ml of a tetrahydrofuran solution of 1M n-tetrabutylammonium fluoride was added to the ether solution, and then stirred at an ambient temperature for six hours. The reaction solution was poured into ice-water and extracted with ether. The ether layer was washed with a saturated sodium chloride solution, and dried with anhydr... Yield: 91.0%. Reaction SMILES: [Si]([O:8][CH:9]1[CH2:13][C:12](=[CH2:14])[C:11]([CH:15]([CH3:18])[CH:16]=[CH2:17])=[CH:10]1)(C(C)(C)C)(C)C.CCOCC>O1CCCC1>[CH3:18][CH:15]([C:11]1[C:12](=[CH2:14])[CH2:13][CH:9]([OH:8])[CH:10]=1)[CH:16]=[CH2:17]. Reactants: ice water, [Si](C)(C)(C(C)(C)C)OC1C=C(C(C1)=C)C(C=C)C ((RS)-3-(1-methyl-2-propenyl)-4-methylidenecyclopent-2-en-1-yl t-butyldimethylsilyl ether), n-tetrabutylammonium fluoride, CCOCC (ether). Starting materials: C(C)OC1=C(C=C(C=C1)F)C=1C2=C(N=CN1)C(=C(N2)C)C(=O)NC2CCNCC2 (4-(2-ethoxy-5-fluorophenyl)-6-methyl-N-(piperidin-4-yl)-5H-pyrrolo[3,2-d]pyrimidine-7-carboxamide), COCC(=O)Cl (methoxy-acetyl chloride). The product is C(C)OC1=C(C=C(C=C1)F)C=1C2=C(N=CN1)C(=C(N2)C)C(=O)NC2CCN(CC2)C(COC)=O (4-(2-Ethoxy-5-fluorophenyl)-N-[1-(methoxyacetyl)piperidin-4-yl]-6-methyl-5H-pyrrolo[3,2-d]pyrimidine-7-carboxamide). As a reaction SMILES: [CH2:1]([O:3][C:4]1[CH:9]=[CH:8][C:7]([F:10])=[CH:6][C:5]=1[C:11]1[C:12]2[NH:19][C:18]([CH3:20])=[C:17]([C:21]([NH:23][CH:24]3[CH2:29][CH2:28][NH:27][CH2:26][CH2:25]3)=[O:22])[C:13]=2[N:14]=[CH:15][N:16]=1)[CH3:2].[CH3:30][O:31][CH2:32][C:33](Cl)=[O:34]>>[CH2:1]([O:3][C:4]1[CH:9]=[CH:8][C:7]([F:10])=[CH:6][C:5]=1[C:11]1[C:12]2[NH:19][C:18]([CH3:20])=[C:17]([C:21]([NH:23][CH:24]3[CH2:25][CH2:26][N:27]([C:33](=[O:34])[CH2:32][O:31][CH3:30])[CH2:28][CH2:29]3)=[O:22])[C:13]=2[N:14]=[CH:15][N:16]=1)[CH3:2]. Procedure: Starting from 4-(2-ethoxy-5-fluorophenyl)-6-methyl-N-(piperidin-4-yl)-5H-pyrrolo[3,2-d]pyrimidine-7-carboxamide (example D.f17) and commercially methoxy-acetyl chloride the title compound is obtained as colorless solid. Reactants: C1CCNCC1, O=Cc1cccc([N+](=O)[O-])c1, CC(=O)CC(=O)NCC=Cc1ccccc1, O, Cc1ccc(S(=O)(=O)O)cc1, c1ccccc1. The product is CC(=O)C(=Cc1cccc([N+](=O)[O-])c1)C(=O)NCC=Cc1ccccc1. RXN SMILES: [CH2:28]1[CH2:29][CH2:30][NH:31][CH2:32][CH2:33]1.[N+:17](=[O:18])([O-:19])[c:20]1[cH:21][c:22]([CH:23]=[O:24])[cH:25][cH:26][cH:27]1.[O:1]=[C:2]([CH2:3][C:4](=[O:5])[NH:6][CH2:7][CH:8]=[CH:9][c:10]1[cH:11][cH:12][cH:13][cH:14][cH:15]1)[CH3:16].[OH2:51].[c:34]1([CH3:35])[cH:36][cH:37][c:38]([S:39]([OH:40])(=[O:41])=[O:42])[cH:43][cH:44]1.[cH:45]1[cH:46][cH:47][cH:48][cH:49][cH:50]1>>[O:1]=[C:2]([C:3]([C:4](=[O:5])[NH:6][CH2:7][CH:8]=[CH:9][c:10]1[cH:11][cH:12][cH:13][cH:14][cH:15]1)=[CH:23][c:22]1[cH:21][c:20]([N+:17](=[O:18])[O-:19])[cH:27][cH:26][cH:25]1)[CH3:16]. RXN SMILES: [CH2:48]1[O:49][CH2:50][CH2:51][O:52][CH2:53]1.[CH3:1][CH:2]1[O:3][CH:4]([CH3:45])[CH2:5][N:6]([CH2:8][c:9]2[n:10][n:11][c:12](-[c:14]3[c:15]4[cH:16][n:17][n:18]([S:36]([c:37]5[cH:38][cH:39][cH:40][cH:41][cH:42]5)(=[O:43])=[O:44])[c:19]4[cH:20][c:21](-[c:23]4[cH:24][c:25]([NH:31][S:32](=[O:33])(=[O:34])[CH3:35])[c:26]([O:29][CH3:30])[n:27][cH:28]4)[cH:22]3)[o:13]2)[CH2:7]1.[Na+:47].[OH-:46]>>[CH3:1][CH:2]1[O:3][CH:4]([CH3:45])[CH2:5][N:6]([CH2:8][c:9]2[n:10][n:11][c:12](-[c:14]3[c:15]4[cH:16][n:17][nH:18][c:19]4[cH:20][c:21](-[c:23]4[cH:24][c:25]([NH:31][S:32](=[O:33])(=[O:34])[CH3:35])[c:26]([O:29][CH3:30])[n:27][cH:28]4)[cH:22]3)[o:13]2)[CH2:7]1. Reactants: C1COCCO1, COc1ncc(-c2cc(-c3nnc(CN4CC(C)OC(C)C4)o3)c3cnn(S(=O)(=O)c4ccccc4)c3c2)cc1NS(C)(=O)=O, [Na+], [OH-]. The product is COc1ncc(-c2cc(-c3nnc(CN4CC(C)OC(C)C4)o3)c3cn[nH]c3c2)cc1NS(C)(=O)=O. Reactants: CC(C)(C)OC(=O)N1CCC(COCc2nc3cc(Br)ccc3n2CC2CC2)(c2ccccc2)CC1, N#Cc1ccc(B(O)O)cc1, O=C([O-])[O-], Cc1ccccc1, [Cs+], [Cs+]. Yields the product CC(C)(C)OC(=O)N1CCC(COCc2nc3cc(-c4ccc(C#N)cc4)ccc3n2CC2CC2)(c2ccccc2)CC1. RXN SMILES: [Br:1][c:2]1[cH:3][c:4]2[c:5]([n:6]([CH2:31][CH:32]3[CH2:33][CH2:34]3)[c:7]([CH2:9][O:10][CH2:11][C:12]3([c:25]4[cH:26][cH:27][cH:28][cH:29][cH:30]4)[CH2:13][CH2:14][N:15]([C:18](=[O:19])[O:20][C:21]([CH3:22])([CH3:23])[CH3:24])[CH2:16][CH2:17]3)[n:8]2)[cH:35][cH:36]1.[C:37](#[N:38])[c:39]1[cH:40][cH:41][c:42]([B:45]([OH:46])[OH:47])[cH:43][cH:44]1.[C:48](=[O:49])([O-:50])[O-:51].[CH3:54][c:55]1[cH:56][cH:57][cH:58][cH:59][cH:60]1.[Cs+:52].[Cs+:53]>>[c:2]1(-[c:42]2[cH:41][cH:40][c:39]([C:37]#[N:38])[cH:44][cH:43]2)[cH:3][c:4]2[c:5]([n:6]([CH2:31][CH:32]3[CH2:33][CH2:34]3)[c:7]([CH2:9][O:10][CH2:11][C:12]3([c:25]4[cH:26][cH:27][cH:28][cH:29][cH:30]4)[CH2:13][CH2:14][N:15]([C:18](=[O:19])[O:20][C:21]([CH3:22])([CH3:23])[CH3:24])[CH2:16][CH2:17]3)[n:8]2)[cH:35][cH:36]1.